Dataset: the Open Reaction Database (ORD), a public repository of structured organic reaction records. Task: describe an organic reaction: reactants, conditions, products, and yield Yields the product C(C1=CC=CC=C1)OC1=C(C=CC(=C1)F)[N+](=O)[O-] (2-benzyloxy-4-fluoronitrobenzene). RXN SMILES: [F:1][C:2]1[CH:3]=[CH:4][C:5]([N+:9]([O-:11])=[O:10])=[C:6]([OH:8])[CH:7]=1.[CH2:12](Br)[C:13]1[CH:18]=[CH:17][CH:16]=[CH:15][CH:14]=1.C(=O)([O-])[O-].[K+].[K+]>C(#N)C>[CH2:12]([O:8][C:6]1[CH:7]=[C:2]([F:1])[CH:3]=[CH:4][C:5]=1[N+:9]([O-:11])=[O:10])[C:13]1[CH:18]=[CH:17][CH:16]=[CH:15][CH:14]=1 |f:2.3.4|. Reaction conditions: time 8 hour. Reported procedure: 31.4 g of 5-fluoro-2-nitrophenol (0.2 mol) and 34.3 g of benzyl bromide (0.2 mol) are dissolved in 200 ml of dry acetonitrile in a 500 ml three-neck flask fitted with reflux condenser, stirrer and nitrogen inlet. 60 g of potassium carbonate (0.43 mol) are added, and the solution is refluxed for 2 hours in a temperature-controllable oil bath. The reaction solution is then allowed to cool to room temperature, and the residue is filtered off via a fluted filter. The resultant solution is then evapo... Run in C(C)#N (acetonitrile). Reactants: FC=1C=CC(=C(C1)O)[N+](=O)[O-] (5-fluoro-2-nitrophenol), C(C1=CC=CC=C1)Br (benzyl bromide), C([O-])([O-])=O.[K+].[K+] (potassium carbonate). Starting materials: Cl, Nc1cccc(I)c1, O=N[O-], [Na+], O, O, O, Cl[Sn]Cl. The product is NNc1cccc(I)c1. As a reaction SMILES: [ClH:19].[I:5][c:6]1[cH:7][c:8]([NH2:9])[cH:10][cH:11][cH:12]1.[N:1]([O-:2])=[O:3].[Na+:4].[OH2:13].[OH2:14].[OH2:18].[Sn:15]([Cl:16])[Cl:17]>>[NH2:1][NH:9][c:8]1[cH:7][c:6]([I:5])[cH:12][cH:11][cH:10]1. Starting materials: C(C1=CC=CC=C1)OC=1C=C(C=CC1)C1=NN=C2CC(N(C3=C(N12)C=CC=C3)CC(=O)N(C=3C=NC(=CC3)OC)C(C)C)=O (2-[1-(3-benzyloxy-phenyl)-5-oxo-4,5-dihydro-2,3,6,10b-tetraaza-benzo[e]azulen-6-yl]-N-isopropyl-N-(6-methoxy-pyridin-3-yl)-acetamide), N1C=C(C2=CC=CC=C12)C=O (1H-indole-3-carbaldehyde). The product is C(C)(C)N(C(C)=O)C=1C=NC(=CC1)OC (N-isopropyl-N-(6-methoxy-pyridin-3-yl)-acetamide). As a reaction SMILES: C(OC1C=C(C2N3C(CC(=O)N([CH2:29][C:30]([N:32]([CH:41]([CH3:43])[CH3:42])[C:33]4[CH:34]=[N:35][C:36]([O:39][CH3:40])=[CH:37][CH:38]=4)=[O:31])C4C=CC=CC=43)=NN=2)C=CC=1)C1C=CC=CC=1.N1C2C(=CC=CC=2)C(C=O)=C1>>[CH:41]([N:32]([C:33]1[CH:34]=[N:35][C:36]([O:39][CH3:40])=[CH:37][CH:38]=1)[C:30](=[O:31])[CH3:29])([CH3:42])[CH3:43]. Reported procedure: Following the procedure described for Example 1(A), Step A, 2-[1-(3-benzyloxy-phenyl)-5-oxo-4,5-dihydro-2,3,6,10b-tetraaza-benzo[e]azulen-6-yl]-N-isopropyl-N-(6-methoxy-pyridin-3-yl)-acetamide (Preparation 6) (129 mg, 0.219 mmol) was condensed with 1H-indole-3-carbaldehyde (70 mg, 0.48 mmol). Purification by medium pressure chromatography eluting with a solvent gradient (10% EtOAc in hexanes to 100% EtOAc) yielded 60 mg of 2-[1-(3-benzyloxy-phenyl)-4-1H-indol-3-ylmethylene)-5-oxo-4,5-dihydro-2,3... Starting materials: Nc1ccc(OCc2ccccc2)cc1, Cc1nnc(-c2ccc3ncnc(Cl)c3c2)o1. The product is Cc1nnc(-c2ccc3ncnc(Nc4ccc(OCc5ccccc5)cc4)c3c2)o1, Cl. As a reaction SMILES: [CH2:1]([c:2]1[cH:3][cH:4][cH:5][cH:6][cH:7]1)[O:8][c:9]1[cH:10][cH:11][c:12]([NH2:13])[cH:14][cH:15]1.[Cl:16][c:17]1[n:18][cH:19][n:20][c:21]2[cH:22][cH:23][c:24](-[c:27]3[o:28][c:29]([CH3:32])[n:30][n:31]3)[cH:25][c:26]12>>[CH2:1]([c:2]1[cH:3][cH:4][cH:5][cH:6][cH:7]1)[O:8][c:9]1[cH:10][cH:11][c:12]([NH:13][c:17]2[n:18][cH:19][n:20][c:21]3[cH:22][cH:23][c:24](-[c:27]4[o:28][c:29]([CH3:32])[n:30][n:31]4)[cH:25][c:26]23)[cH:14][cH:15]1.[ClH:16]. Reactants: F[B-](F)(F)F, CCCCCc1ccc(CN(C(=O)C=Cc2ccc(C(F)(F)F)cc2)C(Cc2ccccc2)C(=O)O)cc1, CC#N, CCN(C(C)C)C(C)C, O=CN1CCNCC1, CN(C)C(On1nnc2ccccc21)=[N+](C)C. The product is CCCCCc1ccc(CN(C(=O)C=Cc2ccc(C(F)(F)F)cc2)C(Cc2ccccc2)C(=O)N2CCN(C=O)CC2)cc1. As a reaction SMILES: [B-:39]([F:40])([F:41])([F:42])[F:43].[CH2:1]([CH2:2][CH2:3][CH2:4][CH3:5])[c:6]1[cH:7][cH:8][c:9]([CH2:10][N:11]([CH:12]([C:13](=[O:14])[OH:15])[CH2:16][c:17]2[cH:18][cH:19][cH:20][cH:21][cH:22]2)[C:23]([CH:24]=[CH:25][c:26]2[cH:27][cH:28][c:29]([C:32]([F:33])([F:34])[F:35])[cH:30][cH:31]2)=[O:36])[cH:37][cH:38]1.[CH3:78][C:79]#[N:80].[CH:61]([N:62]([CH2:63][CH3:64])[CH:65]([CH3:66])[CH3:67])([CH3:68])[CH3:69].[CH:70](=[O:71])[N:72]1[CH2:73][CH2:74][NH:75][CH2:76][CH2:77]1.[n:44]1([O:45][C:46]([N:47]([CH3:48])[CH3:49])=[N+:50]([CH3:51])[CH3:52])[c:53]2[cH:54][cH:55][cH:56][cH:57][c:58]2[n:59][n:60]1>>[CH2:1]([CH2:2][CH2:3][CH2:4][CH3:5])[c:6]1[cH:7][cH:8][c:9]([CH2:10][N:11]([CH:12]([C:13](=[O:15])[N:75]2[CH2:74][CH2:73][N:72]([CH:70]=[O:71])[CH2:77][CH2:76]2)[CH2:16][c:17]2[cH:18][cH:19][cH:20][cH:21][cH:22]2)[C:23]([CH:24]=[CH:25][c:26]2[cH:27][cH:28][c:29]([C:32]([F:33])([F:34])[F:35])[cH:30][cH:31]2)=[O:36])[cH:37][cH:38]1. Reactants: Cl.CS(=O)(=O)C1=CC=C(C=C1)NN ((4-(methylsulfonyl)phenyl)hydrazine hydrochloride), N12CCC(C(CC1)CC2)=O (1-azabicyclo[3.2.2]nonan-4-one), Cl (HCl), O1CCOCC1 (dioxane). Run in C(C)(=O)O (acetic acid). Conditions: temperature 80 celsius. Product: CS(=O)(=O)C1=CC=2C3=C(NC2C=C1)C1CCN(C3)CC1 (9-(methylsulfonyl)-3,4,5,6-tetrahydro-1H-2,5-ethanoazepino[4,3-b]indole). RXN SMILES: Cl.[CH3:2][S:3]([C:6]1[CH:11]=[CH:10][C:9]([NH:12]N)=[CH:8][CH:7]=1)(=[O:5])=[O:4].[N:14]12[CH2:22][CH2:21][CH:18]([CH2:19][CH2:20]1)[C:17](=O)[CH2:16][CH2:15]2.Cl.O1CCOCC1>C(O)(=O)C>[CH3:2][S:3]([C:6]1[CH:11]=[CH:10][C:9]2[NH:12][C:17]3[CH:18]4[CH2:21][CH2:22][N:14]([CH2:15][C:16]=3[C:8]=2[CH:7]=1)[CH2:20][CH2:19]4)(=[O:5])=[O:4] |f:0.1|. Procedure details: A mixture of (4-(methylsulfonyl)phenyl)hydrazine hydrochloride (1105 mg, 5.0 mmol; Acros), 1-azabicyclo[3.2.2]nonan-4-one (696 mg, 5.0 mmol; Example 2A), 4 N HCl in dioxane (2.5 mL, 10.0 mmol; Aldrich), and acetic acid (15 mL) was heated to 80° C. overnight (16 hours), then cooled to room temperature. The solvent was removed, and the residue was basified with 5 N sodium hydroxide and extracted with ethyl acetate (3×50 mL). The combined organic phases were concentrated in vacuo and purified by re... The reactants are Cl.COC([C@@H](N)C(C)C)=O (L-valine methyl ester hydrochloride), C1(=CC=CC=C1)OC(=O)Cl (phenylchloroformate), C(=O)([O-])[O-].[Na+].[Na+] (Na2CO3). Reagents/catalysts: CN(CCN)C (N,N-dimethylethylenediamine). Run in O (water), C(Cl)Cl (methylene chloride). Reaction conditions: time 1 hour. Product: COC([C@@H](NC(=O)OC1=CC=CC=C1)C(C)C)=O (N-(Phenyloxycarbonyl)-L-valine methyl ester). The yield is 99.6%. Reaction SMILES: Cl.[CH3:2][O:3][C:4](=[O:10])[C@H:5]([CH:7]([CH3:9])[CH3:8])[NH2:6].[C:11]1([O:17][C:18](Cl)=[O:19])[CH:16]=[CH:15][CH:14]=[CH:13][CH:12]=1.C([O-])([O-])=O.[Na+].[Na+]>O.C(Cl)Cl.CN(C)CCN>[CH3:2][O:3][C:4](=[O:10])[C@H:5]([CH:7]([CH3:9])[CH3:8])[NH:6][C:18]([O:17][C:11]1[CH:16]=[CH:15][CH:14]=[CH:13][CH:12]=1)=[O:19] |f:0.1,3.4.5|. Reported procedure: To a solution of 100 g (596 mmol) of L-valine methyl ester hydrochloride and 84.92 g (542 mmol) of phenylchloroformate in 600 mL of water and 600 mL methylene chloride at 0° C. was added 139.0 g of Na2CO3 (1.311 mol) in portions. After addition was complete the cooling bath was removed and the solution was stirred at ambient temperature for one hour. The organic layer was separated, 1.0 mL of N,N-dimethylethylenediamine (11.0 mmol) was added to the organic layer and the solution mixed for three ...